This data is from the Open Reaction Database (ORD), a public repository of structured organic reaction records. The task is: describe an organic reaction: reactants, conditions, products, and yield Reaction SMILES: [CH3:18][CH2:19][N:20]=[C:21]=[N:22][CH2:23][CH2:24][CH2:25][N:26]([CH3:27])[CH3:28].[CH3:39][O:40][c:41]1[cH:42][cH:43][c:44]([CH2:45][n:46]2[n:47][c:48](-[c:64]3[cH:65][n:66][n:67]([CH:69]4[CH2:70][CH2:71][N:72]([C:75](=[O:76])[O:77][C:78]([CH3:79])([CH3:80])[CH3:81])[CH2:73][CH2:74]4)[cH:68]3)[c:49]3[c:50]2[n:51][cH:52][cH:53][c:54]3[O:55][c:56]2[c:57]([F:63])[cH:58][c:59]([NH2:62])[cH:60][cH:61]2)[cH:82][cH:83]1.[CH:84]([N:85]([CH2:86][CH3:87])[CH:88]([CH3:89])[CH3:90])([CH3:91])[CH3:92].[F:1][c:2]1[cH:3][cH:4][c:5](-[n:8]2[n:9][cH:10][cH:11][c:12]([C:15](=[O:16])[OH:17])[c:13]2=[O:14])[cH:6][cH:7]1.[O:94]=[CH:95][N:96]([CH3:97])[CH3:98].[OH2:93].[OH:29][n:30]1[c:31]2[c:32]([cH:33][cH:34][cH:35][cH:36]2)[n:37][n:38]1>>[F:1][c:2]1[cH:3][cH:4][c:5](-[n:8]2[n:9][cH:10][cH:11][c:12]([C:15](=[O:17])[NH:62][c:59]3[cH:58][c:57]([F:63])[c:56]([O:55][c:54]4[c:49]5[c:48](-[c:64]6[cH:65][n:66][n:67]([CH:69]7[CH2:70][CH2:71][N:72]([C:75](=[O:76])[O:77][C:78]([CH3:79])([CH3:80])[CH3:81])[CH2:73][CH2:74]7)[cH:68]6)[n:47][n:46]([CH2:45][c:44]6[cH:43][cH:42][c:41]([O:40][CH3:39])[cH:83][cH:82]6)[c:50]5[n:51][cH:52][cH:53]4)[cH:61][cH:60]3)[c:13]2=[O:14])[cH:6][cH:7]1. The product is COc1ccc(Cn2nc(-c3cnn(C4CCN(C(=O)OC(C)(C)C)CC4)c3)c3c(Oc4ccc(NC(=O)c5ccnn(-c6ccc(F)cc6)c5=O)cc4F)ccnc32)cc1. Starting materials: CCN=C=NCCCN(C)C, COc1ccc(Cn2nc(-c3cnn(C4CCN(C(=O)OC(C)(C)C)CC4)c3)c3c(Oc4ccc(N)cc4F)ccnc32)cc1, CCN(C(C)C)C(C)C, O=C(O)c1ccnn(-c2ccc(F)cc2)c1=O, CN(C)C=O, O, On1nnc2ccccc21.